From a dataset of the Open Reaction Database (ORD), a public repository of structured organic reaction records. describe an organic reaction: reactants, conditions, products, and yield Reactants: CN(C(=O)C1=CC2=C(N=C(N2C)CC)C(=C1CCC(C1=CC=CC=C1)O)O)C (2-ethyl-7-hydroxy-6-(3-hydroxy-3-phenyl-propyl)-3-methyl-3H-benzoimidazole-5-carboxylic acid dimethylamide), [OH-].[Na+] (sodium hydroxide). Run in P(O)(O)(O)=O (orthophosphoric acid). Conditions: temperature 80 celsius, time 2 hour. The product is CN(C(=O)C=1C=2CCCOC2C2=C(N(C(=N2)CC)C)C1C1=CC=CC=C1)C (2-Ethyl-3-methyl-4-phenyl-3,6,7,8-tetrahydro-chromeno[7,8-d]imidazole-5-carboxylic Acid Dimethylamide). Isolated yield 113.3%. RXN SMILES: [CH3:1][N:2]([CH3:28])[C:3]([C:5]1[C:16]([CH2:17][CH2:18][CH:19](O)C2C=CC=CC=2)=[C:15]([OH:27])[C:8]2[N:9]=[C:10]([CH2:13][CH3:14])[N:11]([CH3:12])[C:7]=2[CH:6]=1)=[O:4].[OH-].[Na+]>P(=O)(O)(O)O>[CH3:28][N:2]([CH3:1])[C:3]([C:5]1[C:16]2[CH2:17][CH2:18][CH2:19][O:27][C:15]=2[C:8]2[N:9]=[C:10]([CH2:13][CH3:14])[N:11]([CH3:12])[C:7]=2[C:6]=1[C:5]1[CH:16]=[CH:15][CH:8]=[CH:7][CH:6]=1)=[O:4] |f:1.2|. Procedure: A suspension of 1.3 g (3.4 mmol) 2-ethyl-7-hydroxy-6-(3-hydroxy-3-phenyl-propyl)-3-methyl-3H-benzoimidazole-5-carboxylic acid dimethylamide in 13 ml 85% orthophosphoric acid was heated to 80° C. After 2 h stirring, the reaction was cooled to room temperature, neutralized with 6M sodium hydroxide (65 ml) and extracted with dichloromethane (4×150 ml). The organic layers were dried over magnesium sulphate and concentrated in vacuo to afford 0.7 g (57%) of the title compound as a white solid. m.p. 1... Reactants: CCc1cc(C2C=CCC2)c(S(C)(=O)=O)cc1C(=O)Cl, N=C(N)N. Product: CCc1cc(C2C=CCC2)c(S(C)(=O)=O)cc1C(=O)N=C(N)N. RXN SMILES: [CH2:1]([CH3:2])[c:3]1[c:4]([C:5](=[O:6])[Cl:7])[cH:8][c:9]([S:17](=[O:18])(=[O:19])[CH3:20])[c:10]([CH:12]2[CH:13]=[CH:14][CH2:15][CH2:16]2)[cH:11]1.[NH2:21][C:22]([NH2:23])=[NH:24]>>[CH2:1]([CH3:2])[c:3]1[c:4]([C:5](=[O:6])[N:21]=[C:22]([NH2:23])[NH2:24])[cH:8][c:9]([S:17](=[O:18])(=[O:19])[CH3:20])[c:10]([CH:12]2[CH:13]=[CH:14][CH2:15][CH2:16]2)[cH:11]1. Starting materials: COC(=O)c1cc(-c2cccc(C3=NC(C)(C)Cc4cc(OC)c5c(c43)CC(C)(C)O5)c2)ccc1N, CC(=O)OC(C)=O, O, c1ccncc1. Product: COC(=O)c1cc(-c2cccc(C3=NC(C)(C)Cc4cc(OC)c5c(c43)CC(C)(C)O5)c2)ccc1NC(C)=O. As a reaction SMILES: [CH3:1][O:2][C:3](=[O:4])[c:5]1[cH:6][c:7](-[c:12]2[cH:13][c:14]([C:18]3=[N:19][C:20]([CH3:35])([CH3:36])[CH2:21][c:22]4[cH:23][c:24]([O:33][CH3:34])[c:25]5[c:26]([c:27]43)[CH2:28][C:29]([CH3:31])([CH3:32])[O:30]5)[cH:15][cH:16][cH:17]2)[cH:8][cH:9][c:10]1[NH2:11].[CH3:37][C:38](=[O:39])[O:40][C:41](=[O:42])[CH3:43].[OH2:44].[cH:45]1[cH:46][cH:47][n:48][cH:49][cH:50]1>>[CH3:1][O:2][C:3](=[O:4])[c:5]1[cH:6][c:7](-[c:12]2[cH:13][c:14]([C:18]3=[N:19][C:20]([CH3:35])([CH3:36])[CH2:21][c:22]4[cH:23][c:24]([O:33][CH3:34])[c:25]5[c:26]([c:27]43)[CH2:28][C:29]([CH3:31])([CH3:32])[O:30]5)[cH:15][cH:16][cH:17]2)[cH:8][cH:9][c:10]1[NH:11][C:38]([CH3:37])=[O:39]. Reactants: FC(C=1C=C(C=C(C1)C(F)(F)F)C(C(=O)N(C)C=1C=NC(=CC1C1=C(C=CC=C1)Cl)Cl)(C)C)(F)F (2-[3,5-bis(trifluoromethyl)phenyl]-N-[6-chloro-4-(2-chlorophenyl)-3-pyridinyl]-N,2-dimethylpropanamide), C1C2N(CCN1)CCC2 (octahydropyrrolo[1,2-a]pyrazine), C([O-])([O-])=O.[K+].[K+] (potassium carbonate), CN=C=O (isocyanate polymer bound). The solvent is CS(=O)C (DMSO), ClCCl (dichloromethane). Conditions: temperature 150 celsius, time 12 hour. Yields the product FC(C=1C=C(C=C(C1)C(F)(F)F)C(C(=O)N(C)C=1C=NC(=CC1C1=C(C=CC=C1)Cl)N1C[C@H]2N(CC1)CCC2)(C)C)(F)F (2-[3,5-Bis(trifluoromethyl)-phenyl]-N-{4-(2-chlorophenyl)-6-[(8aS) -hexahydropyrrolo[1,2-a]pyrazin-2(1H)-yl]-3-pyridinyl}-N,2-dimethylpropanamide). As a reaction SMILES: [F:1][C:2]([F:35])([F:34])[C:3]1[CH:4]=[C:5]([C:13]([CH3:33])([CH3:32])[C:14]([N:16]([C:18]2[CH:19]=[N:20][C:21](Cl)=[CH:22][C:23]=2[C:24]2[CH:29]=[CH:28][CH:27]=[CH:26][C:25]=2[Cl:30])[CH3:17])=[O:15])[CH:6]=[C:7]([C:9]([F:12])([F:11])[F:10])[CH:8]=1.[CH2:36]1[NH:41][CH2:40][CH2:39][N:38]2[CH2:42][CH2:43][CH2:44][CH:37]12.C(=O)([O-])[O-].[K+].[K+].CN=C=O>CS(C)=O.ClCCl>[F:34][C:2]([F:1])([F:35])[C:3]1[CH:4]=[C:5]([C:13]([CH3:33])([CH3:32])[C:14]([N:16]([C:18]2[CH:19]=[N:20][C:21]([N:41]3[CH2:40][CH2:39][N:38]4[CH2:42][CH2:43][CH2:44][C@H:37]4[CH2:36]3)=[CH:22][C:23]=2[C:24]2[CH:29]=[CH:28][CH:27]=[CH:26][C:25]=2[Cl:30])[CH3:17])=[O:15])[CH:6]=[C:7]([C:9]([F:11])([F:10])[F:12])[CH:8]=1 |f:2.3.4|. Procedure: To a solution of 2-[3,5-bis(trifluoromethyl)phenyl]-N-[6-chloro-4-(2-chlorophenyl)-3-pyridinyl]-N,2-dimethylpropanamide (WO 2005/002577; 0.11 mmol) in dry DMSO (1 ml) S -octahydropyrrolo[1,2-a]pyrazine, (0.22 mmol) and potassium carbonate (0.22 mmol) were added and the resulting mixture was shaken for 12 hours at 150° C. After cooling the dichloromethane was added (2 ml) and then isocyanate polymer bound was added (2.0 mmol), and the resulting mixture was shaken at room temperature overnight. Th... Reactants: CCOC(=O)C=C(C)C=CC=C(C)CCC=C(C)C, CC(C)O, [K+], [OH-]. Yields the product CC(C)=CCCC(C)=CC=CC(C)=CC(=O)O. As a reaction SMILES: [CH2:3]([CH3:4])[O:5][C:6]([CH:7]=[C:8]([CH:9]=[CH:10][CH:11]=[C:12]([CH2:13][CH2:14][CH:15]=[C:16]([CH3:17])[CH3:18])[CH3:19])[CH3:20])=[O:21].[CH3:22][CH:23]([OH:24])[CH3:25].[K+:2].[OH-:1]>>[O:5]=[C:6]([CH:7]=[C:8]([CH:9]=[CH:10][CH:11]=[C:12]([CH2:13][CH2:14][CH:15]=[C:16]([CH3:17])[CH3:18])[CH3:19])[CH3:20])[OH:21]. Reactants: C=O, CCCN(N)C(=O)Nc1nnc(OC)s1, CO, [K+], [OH-]. Yields the product CCCN1NCN(c2nnc(OC)s2)C1=O. RXN SMILES: [CH2:16]=[O:17].[CH2:1]([CH2:2][CH3:3])[N:4]([NH2:5])[C:6](=[O:7])[NH:8][c:9]1[s:10][c:11]([O:14][CH3:15])[n:12][n:13]1.[CH3:20][OH:21].[K+:19].[OH-:18]>>[CH2:1]([CH2:2][CH3:3])[N:4]1[NH:5][CH2:16][N:8]([c:9]2[s:10][c:11]([O:14][CH3:15])[n:12][n:13]2)[C:6]1=[O:7].